This data is from the Open Reaction Database (ORD), a public repository of structured organic reaction records. The task is: describe an organic reaction: reactants, conditions, products, and yield Reactants: tetrakis triphenylphosphine palladium, C(CC)[Si@@H]1CC[C@H](CC1)CC[C@@H]1CC[C@H](CC1)C1=CC(=C(C(=C1)F)I)F (4-(trans-4-(2-(trans-4-n-propyl-4-silacyclohexyl)ethyl)cyclohexyl)-2,6-difluorophenyl iodide). Run in C1CCOC1 (THF). Yields the product C(CC)[Si@@H]1CC[C@H](CC1)CC[C@@H]1CC[C@H](CC1)C1=CC(=C(C(=C1)F)C1=CC=C(C=C1)F)F (4-(trans-4-(2-(trans-4-n-propyl-4-silacyclohexyl)ethyl)cyclohexyl) -2,6,4'-trifluorobiphenyl). Isolated yield 118.6%. RXN SMILES: [CH2:1]([Si@H:4]1[CH2:9][CH2:8][C@H:7]([CH2:10][CH2:11][C@H:12]2[CH2:17][CH2:16][C@H:15]([C:18]3[CH:23]=[C:22]([F:24])[C:21](I)=[C:20]([F:26])[CH:19]=3)[CH2:14][CH2:13]2)[CH2:6][CH2:5]1)[CH2:2][CH3:3]>C1COCC1>[CH2:1]([Si@H:4]1[CH2:9][CH2:8][C@H:7]([CH2:10][CH2:11][C@H:12]2[CH2:17][CH2:16][C@H:15]([C:18]3[CH:23]=[C:22]([F:24])[C:21]([C:19]4[CH:18]=[CH:23][C:22]([F:24])=[CH:21][CH:20]=4)=[C:20]([F:26])[CH:19]=3)[CH2:14][CH2:13]2)[CH2:6][CH2:5]1)[CH2:2][CH3:3]. Procedure details: 17.5 g (0.1 mol) of p-bromochlorobenzene was dripped into a mixture of 2.5 g (0.11 mol) of magnesium and 300 ml of THF to obtain a Grignard's reagent. This was dripped into a 30 ml THF solution of 13.6 g of zinc chloride to obtain an organozinc reagent. This solution was then dripped into a 500 ml THF solution of 0.5 g of tetrakis triphenylphosphine palladium and 49.2 g (0.1 mol) of 4-(trans-4-(2-(trans-4-n-propyl-4-silacyclohexyl)ethyl)cyclohexyl)-2,6-difluorophenyl iodide. After a conventional... Reactants: CC(C)(C)c1ccc(S)cc1, CCOCC, ICCCCCOc1ccc(C2=C(c3ccccc3)CCCc3cc(OC4CCCCO4)ccc32)cc1, [K+], C1CCOC1, [OH-]. As a reaction SMILES: [C:40]([CH3:41])([CH3:42])([CH3:43])[c:44]1[cH:45][cH:46][c:47]([SH:50])[cH:48][cH:49]1.[CH3:56][CH2:57][O:58][CH2:59][CH3:60].[I:1][CH2:2][CH2:3][CH2:4][CH2:5][CH2:6][O:7][c:8]1[cH:9][cH:10][c:11]([C:14]2=[C:15]([c:32]3[cH:33][cH:34][cH:35][cH:36][cH:37]3)[CH2:16][CH2:17][CH2:18][c:19]3[c:20]2[cH:21][cH:22][c:23]([O:25][CH:26]2[O:27][CH2:28][CH2:29][CH2:30][CH2:31]2)[cH:24]3)[cH:12][cH:13]1.[K+:39].[O:51]1[CH2:52][CH2:53][CH2:54][CH2:55]1.[OH-:38]>>[CH2:2]([CH2:3][CH2:4][CH2:5][CH2:6][O:7][c:8]1[cH:9][cH:10][c:11]([C:14]2=[C:15]([c:32]3[cH:33][cH:34][cH:35][cH:36][cH:37]3)[CH2:16][CH2:17][CH2:18][c:19]3[c:20]2[cH:21][cH:22][c:23]([O:25][CH:26]2[O:27][CH2:28][CH2:29][CH2:30][CH2:31]2)[cH:24]3)[cH:12][cH:13]1)[S:50][c:47]1[cH:46][cH:45][c:44]([C:40]([CH3:41])([CH3:42])[CH3:43])[cH:49][cH:48]1. Product: CC(C)(C)c1ccc(SCCCCCOc2ccc(C3=C(c4ccccc4)CCCc4cc(OC5CCCCO5)ccc43)cc2)cc1. The product is OCCN1CCN(CC1)CC(=O)NC1=C(C(=CC=C1C(C)C)F)C(C)C (2-[4-(2-hydroxyethyl)piperazin-1-yl]-N-(2,6-diisopropyl-3-fluorophenyl)acetamide). Reaction conditions: time 12 hour. Yield: 100.2%. Run in C(C)#N (acetonitrile), O (water). RXN SMILES: Br[CH2:2][C:3]([NH:5][C:6]1[C:11]([CH:12]([CH3:14])[CH3:13])=[CH:10][CH:9]=[C:8]([F:15])[C:7]=1[CH:16]([CH3:18])[CH3:17])=[O:4].[OH:19][CH2:20][CH2:21][N:22]1[CH2:27][CH2:26][NH:25][CH2:24][CH2:23]1.C(=O)([O-])[O-].[K+].[K+]>C(#N)C.O>[OH:19][CH2:20][CH2:21][N:22]1[CH2:27][CH2:26][N:25]([CH2:2][C:3]([NH:5][C:6]2[C:11]([CH:12]([CH3:14])[CH3:13])=[CH:10][CH:9]=[C:8]([F:15])[C:7]=2[CH:16]([CH3:18])[CH3:17])=[O:4])[CH2:24][CH2:23]1 |f:2.3.4|. Reactants: BrCC(=O)NC1=C(C(=CC=C1C(C)C)F)C(C)C (2-bromo-N-(2,6-diisopropyl-3-fluorophenyl)acetamide), OCCN1CCNCC1 (1-(2-hydroxyethyl)piperazine), C([O-])([O-])=O.[K+].[K+] (potassium carbonate). Reported procedure: To a solution of this acetamide (498 mg, 1.57 mmol) in acetonitrile (10 ml) were added 1-(2-hydroxyethyl)piperazine (371 mg, 2.85 mmol) and potassium carbonate (469 mg, 3.39 mmol) successively with ice-cooling, and stirred at room temperature for 12 hours. The reaction solution was diluted with water and extracted with chloroform. The organic layer was washed with a saturated sodium chloride solution, dried over anhydrous sodium sulfate and concentrated in vacuo. The resulting reside was purifie... The reactants are CC(C)(C)[Si](C)(C)OCc1cccc2nn(-c3ccc(C#N)cc3)cc12, CCCC[N+](CCCC)(CCCC)CCCC, C1CCOC1, CCOC(C)=O, [F-]. The product is N#Cc1ccc(-n2cc3c(CO)cccc3n2)cc1. RXN SMILES: [C:19]([Si:20]([CH3:21])([CH3:22])[O:24][CH2:25][c:26]1[c:27]2[cH:28][n:29](-[c:35]3[cH:36][cH:37][c:38]([C:39]#[N:40])[cH:41][cH:42]3)[n:30][c:31]2[cH:32][cH:33][cH:34]1)([CH3:23])([CH3:43])[CH3:44].[CH2:2]([N+:3]([CH2:4][CH2:5][CH2:6][CH3:7])([CH2:8][CH2:9][CH2:10][CH3:11])[CH2:12][CH2:13][CH2:14][CH3:15])[CH2:16][CH2:17][CH3:18].[CH2:45]1[O:46][CH2:47][CH2:48][CH2:49]1.[CH3:50][CH2:51][O:52][C:53]([CH3:54])=[O:55].[F-:1]>>[OH:24][CH2:25][c:26]1[c:27]2[cH:28][n:29](-[c:35]3[cH:36][cH:37][c:38]([C:39]#[N:40])[cH:41][cH:42]3)[n:30][c:31]2[cH:32][cH:33][cH:34]1. Reaction SMILES: [C:1]([CH3:2])([CH3:3])([CH3:4])[c:5]1[cH:6][c:7]([NH:11][C:12](=[O:13])[NH:14][c:15]2[c:16]([F:30])[cH:17][c:18]([O:21][c:22]3[cH:23][c:24]([C:28]#[N:29])[n:25][cH:26][cH:27]3)[cH:19][cH:20]2)[n:8][cH:9][n:10]1.[CH3:32][C:33](=[O:34])[CH3:35].[OH2:31]>>[C:1]([CH3:2])([CH3:3])([CH3:4])[c:5]1[cH:6][c:7]([NH:11][C:12](=[O:13])[NH:14][c:15]2[c:16]([F:30])[cH:17][c:18]([O:21][c:22]3[cH:23][c:24]([C:28]([NH2:29])=[O:34])[n:25][cH:26][cH:27]3)[cH:19][cH:20]2)[n:8][cH:9][n:10]1. The product is CC(C)(C)c1cc(NC(=O)Nc2ccc(Oc3ccnc(C(N)=O)c3)cc2F)ncn1. Starting materials: CC(C)(C)c1cc(NC(=O)Nc2ccc(Oc3ccnc(C#N)c3)cc2F)ncn1, CC(C)=O, O. Procedure details: As an example of the benefits that can be realized by use of the two-step procedure, controlled potential electrolysis of dimethyl disulfide in the presence of acenaphthylene in the absence of an organic nucleophilic base resulted in copious polymer formation. But when the same electrolysis procedure was conducted in the additional presence of pyridine, an oxidation-resistant adduct of this invention formed which on eliminative aromatization in the second step resulted in the production of 1-met... Run in N1=CC=CC=C1 (pyridine). Reactants: CSSC (dimethyl disulfide), C1=CC2=CC=CC3=CC=CC1=C23 (acenaphthylene). Reaction SMILES: [CH3:1][S:2]SC.[CH:5]1[C:15]2=[C:16]3[C:11](=[CH:12][CH:13]=[CH:14]2)[CH:10]=[CH:9][CH:8]=[C:7]3[CH:6]=1>N1C=CC=CC=1>[CH3:1][S:2][C:6]1[C:7]2=[C:16]3[C:11](=[CH:10][CH:9]=[CH:8]2)[CH:12]=[CH:13][CH:14]=[C:15]3[CH:5]=1. Yields the product CSC1=CC2=CC=CC3=CC=CC1=C23 (1-methylthioacenaphthylene). Isolated yield 76.0%.